This data is from the Open Reaction Database (ORD), a public repository of structured organic reaction records. The task is: describe an organic reaction: reactants, conditions, products, and yield Starting materials: O1C(CCC1)COC(=O)C=1C(C(=C(NC1C)C)C(=O)OC)C1=CC(=C(C=C1)Cl)[N+](=O)[O-] (4-(4-chloro-3-nitrophenyl)-2,6-dimethyl-1,4-dihydropyridine-3,5-dicarboxylic acid 3-methyl ester 5-(tetrahydrofuran-2-ylmethyl) ester), [Cr](=O)(=O)([O-])Cl.[NH+]1=CC=CC=C1 (pyridinium chlorochromate). Reaction conditions: time 9 hour. The product is O1C(CCC1)COC(=O)C=1C(=C(C(=NC1C)C)C(=O)OC)C1=CC(=C(C=C1)Cl)[N+](=O)[O-] (4-(4-Chloro-3-nitrophenyl)-2,6-dimethyl pyridine-3,5-dicarboxylic acid 3-methyl ester 5-(tetrahydrofuran-2-ylmethyl)ester). Yield: 69.0%. Reaction SMILES: [O:1]1[CH2:5][CH2:4][CH2:3][CH:2]1[CH2:6][O:7][C:8]([C:10]1[CH:11]([C:22]2[CH:27]=[CH:26][C:25]([Cl:28])=[C:24]([N+:29]([O-:31])=[O:30])[CH:23]=2)[C:12]([C:18]([O:20][CH3:21])=[O:19])=[C:13]([CH3:17])[NH:14][C:15]=1[CH3:16])=[O:9].[Cr](Cl)([O-])(=O)=O.[NH+]1C=CC=CC=1>>[O:1]1[CH2:5][CH2:4][CH2:3][CH:2]1[CH2:6][O:7][C:8]([C:10]1[C:11]([C:22]2[CH:27]=[CH:26][C:25]([Cl:28])=[C:24]([N+:29]([O-:31])=[O:30])[CH:23]=2)=[C:12]([C:18]([O:20][CH3:21])=[O:19])[C:13]([CH3:17])=[N:14][C:15]=1[CH3:16])=[O:9] |f:1.2|. Reported procedure: A mixture of 9 g (0.020 mol) of 4-(4-chloro-3-nitrophenyl)-2,6-dimethyl-1,4-dihydropyridine-3,5-dicarboxylic acid 3-methyl ester 5-(tetrahydrofuran-2-ylmethyl) ester, obtained as described in A) in 72 g (0.060 mol) of pyridinium chlorochromate adsorbed on alumina, were suspended on 200 ml of CH2C12 then, the mixture was maintained with stirring at room temperature for 9 hours. The remaining solid was filtered, and the filtrate was washed with water (3×200 ml), dried with anh. Na2SO4, and the sol... Starting materials: Cl (HCl), [Cl-].COC1=NC(=NC(=N1)OC)[N+]1(CCOCC1)C (4-(4,6-Dimethoxy-1,3,5-triazin-2-yl)-4-methylmorpholin-4-ium chloride), ClC=1C=C(C=CC1C(C1=C(C=CC=C1)C)=O)NC1=C(C=CC=C1)NC(CCC(=O)O)=O (N-(2-{[3-chloro-4-(2-methylbenzoyl)phenyl]amino}phenyl)-succinamic acid), NCCCCCCO (6-aminohexanol). Run in C1CCOC1 (THF). Conditions: time 18 hour. The product is ClC=1C=C(C=CC1C(C1=C(C=CC=C1)C)=O)NC1=C(C=CC=C1)NC(CCC(=O)NCCCCCCO)=O (N-(2-{[3-Chloro-4-(2-methylbenzoyl)phenyl]amino}phenyl)-N′-(6-hydroxyhexyl)succinamide). As a reaction SMILES: [Cl-].COC1N=C(OC)N=C([N+]2(C)CCOCC2)N=1.[Cl:19][C:20]1[CH:21]=[C:22]([NH:35][C:36]2[CH:41]=[CH:40][CH:39]=[CH:38][C:37]=2[NH:42][C:43](=[O:49])[CH2:44][CH2:45][C:46](O)=[O:47])[CH:23]=[CH:24][C:25]=1[C:26](=[O:34])[C:27]1[CH:32]=[CH:31][CH:30]=[CH:29][C:28]=1[CH3:33].[NH2:50][CH2:51][CH2:52][CH2:53][CH2:54][CH2:55][CH2:56][OH:57].Cl>C1COCC1>[Cl:19][C:20]1[CH:21]=[C:22]([NH:35][C:36]2[CH:41]=[CH:40][CH:39]=[CH:38][C:37]=2[NH:42][C:43](=[O:49])[CH2:44][CH2:45][C:46]([NH:50][CH2:51][CH2:52][CH2:53][CH2:54][CH2:55][CH2:56][OH:57])=[O:47])[CH:23]=[CH:24][C:25]=1[C:26](=[O:34])[C:27]1[CH:32]=[CH:31][CH:30]=[CH:29][C:28]=1[CH3:33] |f:0.1|. Reported procedure: 4-(4,6-Dimethoxy-1,3,5-triazin-2-yl)-4-methylmorpholin-4-ium chloride (DMT-MM) (138 mg, 0.50 mmol) was added to a solution of N-(2-{[3-chloro-4-(2-methylbenzoyl)phenyl]amino}phenyl)-succinamic acid (200 mg, 0.46 mmol) (disclosed in WO 01/05746) and 6-aminohexanol (60 mg, 0.51 mmol) in THF (4.0 mL). The reaction mixture was stirred at room temperature for 18 h. The reaction mixture was poured into 1 N HCl (aq.) and was extracted with EtOAc (×2). The combined organic phases were washed with water,... Product: CCN(CC)C(=O)Cn1c(-c2ccc(Cl)cc2)nc2cccnc21. Reaction SMILES: [C:21]([n:22]1[cH:23][cH:24][n:25][cH:26]1)([n:27]1[cH:28][cH:29][n:30][cH:31]1)=[O:32].[CH2:33]([CH3:34])[NH:35][CH2:36][CH3:37].[Cl:1][c:2]1[cH:3][cH:4][c:5](-[c:8]2[n:9][c:10]3[c:11]([n:12][cH:13][cH:14][cH:15]3)[n:16]2[CH2:17][C:18](=[O:19])[OH:20])[cH:6][cH:7]1.[O:38]1[CH2:39][CH2:40][CH2:41][CH2:42]1>>[Cl:1][c:2]1[cH:3][cH:4][c:5](-[c:8]2[n:9][c:10]3[c:11]([n:12][cH:13][cH:14][cH:15]3)[n:16]2[CH2:17][C:18](=[O:20])[N:35]([CH2:33][CH3:34])[CH2:36][CH3:37])[cH:6][cH:7]1. Starting materials: O=C(n1ccnc1)n1ccnc1, CCNCC, O=C(O)Cn1c(-c2ccc(Cl)cc2)nc2cccnc21, C1CCOC1. Starting materials: ON1C(=CC2=CC=CC=C12)C(=O)O (1-hydroxy-2-indolecarboxylic acid), S(=O)(Cl)Cl (thionyl chloride), CO (methanol). Product: ON1C(=CC2=CC=CC=C12)C(=O)OC (methyl 1-hydroxy-2-indolecarboxylate). The yield is 59.5%. Reaction SMILES: [OH:1][N:2]1[C:10]2[C:5](=[CH:6][CH:7]=[CH:8][CH:9]=2)[CH:4]=[C:3]1[C:11]([OH:13])=[O:12].S(Cl)(Cl)=O.[CH3:18]O>>[OH:1][N:2]1[C:10]2[C:5](=[CH:6][CH:7]=[CH:8][CH:9]=2)[CH:4]=[C:3]1[C:11]([O:13][CH3:18])=[O:12]. Reported procedure: The reaction was carried out in a manner similar to Reference Example 6 except for using 3.99 g (22.5 mmol) of 1-hydroxy-2-indolecarboxylic acid, 5.36 g (45.0 mmol) of thionyl chloride and 100 ml of methanol. Thus 2.56 g (59.5%) of methyl 1-hydroxy-2-indolecarboxylate was obtained. Starting materials: [Na] (sodium), C(#N)CC(=O)OCC (ethyl cyanoacetate), FC(C(=O)OCC)(F)F (ethyl trifluoroacetate). Solvent: C(C)O (ethanol). Yields the product [Na].C(#N)C(C(=O)OCC)=C(C(F)(F)F)O (Ethyl 2-cyano-3-hydroxy-4,4,4-trifluoro-2-butenoate sodium salt). Yield: 96.0%. RXN SMILES: [Na:1].[C:2]([CH2:4][C:5]([O:7][CH2:8][CH3:9])=[O:6])#[N:3].[F:10][C:11]([F:18])([F:17])[C:12](OCC)=[O:13]>C(O)C>[Na:1].[C:2]([C:4](=[C:12]([OH:13])[C:11]([F:18])([F:17])[F:10])[C:5]([O:7][CH2:8][CH3:9])=[O:6])#[N:3] |f:4.5,^1:0,21|. Procedure details: To a solution obtained by dissolving 24.0 g (1.04 mol) of sodium metal in 400 ml of ethanol, 113.1 g (1.00 mol) of ethyl cyanoacetate was dropwise added with stirring at the room temperature. After stirring for one hour, 150.0 g (1.05 mol) of ethyl trifluoroacetate was dropwise added to the reaction mixture and stirred for 3 hours at the same temperature. After finishing the reaction, the reaction mass was concentrated as intact under reduced pressure. Precipitated solid was the desired product.... The reactants are O=C([O-])O, Cc1cc(COc2ccc(S(=O)(=O)Cl)cc2)c2ccccc2n1, CCOC(C)=O, ClCCl, Cl, COC(=O)C1(O)CCCC1N, [Na+]. Yields the product COC(=O)C1(O)CCCC1NS(=O)(=O)c1ccc(OCc2cc(C)nc3ccccc23)cc1. Reaction SMILES: [C:39](=[O:40])([OH:41])[O-:42].[CH3:13][c:14]1[n:15][c:16]2[cH:17][cH:18][cH:19][cH:20][c:21]2[c:22]([CH2:24][O:25][c:26]2[cH:27][cH:28][c:29]([S:32](=[O:33])(=[O:34])[Cl:35])[cH:30][cH:31]2)[cH:23]1.[CH3:44][CH2:45][O:46][C:47](=[O:48])[CH3:49].[Cl:36][CH2:37][Cl:38].[ClH:12].[NH2:1][CH:2]1[C:3]([C:7](=[O:8])[O:9][CH3:10])([OH:11])[CH2:4][CH2:5][CH2:6]1.[Na+:43]>>[NH:1]([CH:2]1[C:3]([C:7](=[O:8])[O:9][CH3:10])([OH:11])[CH2:4][CH2:5][CH2:6]1)[S:32]([c:29]1[cH:28][cH:27][c:26]([O:25][CH2:24][c:22]2[c:21]3[c:16]([n:15][c:14]([CH3:13])[cH:23]2)[cH:17][cH:18][cH:19][cH:20]3)[cH:31][cH:30]1)(=[O:33])=[O:34]. The reactants are CC=1SC(=CC1CC(=O)O)C (2,5-dimethyl-3-thiophene acetic acid), S(O)(O)(=O)=O (sulfuric acid), CO (MeOH). The product is CC=1SC(=CC1CC(=O)OC)C (Methyl 2,5-dimethyl-3-thiophene acetate). The yield is 90.0%. Reaction SMILES: [CH3:1][C:2]1[S:3][C:4]([CH3:11])=[CH:5][C:6]=1[CH2:7][C:8]([OH:10])=[O:9].S(=O)(=O)(O)O.[CH3:17]O>>[CH3:1][C:2]1[S:3][C:4]([CH3:11])=[CH:5][C:6]=1[CH2:7][C:8]([O:10][CH3:17])=[O:9]. Reported procedure: A solution of 2,5-dimethyl-3-thiophene acetic acid (34 g, 0.200 mol) and concentrated sulfuric acid (1.0 ml) in MeOH (500 ml) was stirred at room temperature for 16 hours. The mixture was concentrated in vacuo, diluted to 500 ml with H2O, and neutralized with solid NaHCO3. The product was extracted with Et2O (2×200 ml), the organic layer was washed with H2O (1×100 ml), dried over MgSO4, and treated with activated charcoal. The solvent was removed in vacuo to give the product (33.2 g, 90% yield) ...